This data is from the Open Reaction Database (ORD), a public repository of structured organic reaction records. The task is: describe an organic reaction: reactants, conditions, products, and yield The reactants are ethyl (1RS) [1-hydroxy-1-(4methoxyphenyl)]-3-phenylindene-2-carboxylate, C(C)[SiH](CC)CC (triethylsilane), COC1=CC=C(C=C1)C1C(=C(C2=CC=CC=C12)C1=CC=CC=C1)C(=O)OCC (Ethyl (RS)-1(4-Methoxyphenyl)-3-phenylindene-2-carboxylate), B(F)(F)F.CCOCC (boron trifluoride etherate), Cl (HCl). Solvent: C(Cl)Cl (CH2Cl2). Conditions: time 10 minute. The product is COC1=CC=C(C=C1)C1C(C(C2=CC=CC=C12)C1=CC=CC=C1)C(=O)O ((1RS,2RS,3SR)-1-(4-Methoxypbenyl)-3-phenylindane-2-carboxylic acid). Isolated yield 95.0%. As a reaction SMILES: [CH3:1][O:2][C:3]1[CH:8]=[CH:7][C:6]([CH:9]2[C:17]3[C:12](=[CH:13][CH:14]=[CH:15][CH:16]=3)[C:11]([C:18]3[CH:23]=[CH:22][CH:21]=[CH:20][CH:19]=3)=[C:10]2[C:24]([O:26]CC)=[O:25])=[CH:5][CH:4]=1.C([SiH](CC)CC)C.B(F)(F)F.CCOCC.Cl>C(Cl)Cl>[CH3:1][O:2][C:3]1[CH:8]=[CH:7][C:6]([CH:9]2[C:17]3[C:12](=[CH:13][CH:14]=[CH:15][CH:16]=3)[CH:11]([C:18]3[CH:19]=[CH:20][CH:21]=[CH:22][CH:23]=3)[CH:10]2[C:24]([OH:26])=[O:25])=[CH:5][CH:4]=1 |f:2.3|. Procedure: Ethyl (RS)-1(4-Methoxyphenyl)-3-phenylindene-2-carboxylate. To a solution of ethyl (1RS) [1-hydroxy-1-(4methoxyphenyl)]-3-phenylindene-2-carboxylate (4.65 g, 12.0 mmol) in CH2Cl2 (40 ml) at 0° C. under an argon atmosphere was added triethylsilane (2.34 ml, 14.6 mmol), followed by boron trifluoride etherate (8.8 ml, 71 mmol). The reaction mixture was allowed to warm to room temperature and stirred for 10 min, at which time was added slowly 3M HCl (50 ml). The mixture was extracted with EtOAc (150... The reactants are ClC=1C=C(C=CC1Cl)C1(CN(CC1)C(C1=CC(=CC(=C1)OC)OC)=O)CCCS(=O)(=O)[O-] (2-[3-(3,4-dichloro-phenyl)-1-(3,5-dimethoxy-benzoyl)-pyrrolidin-3-yl]-ethyl-methanesulfonate), Cl.C1(=CC=CC=C1)C1(CCNCC1)C(=O)N (4-phenyl-piperidine-4-carboxylic acid amide hydrochloride). Yields the product ClC=1C=C(C=CC1Cl)C1(CN(CC1)C(C1=CC(=CC(=C1)OC)OC)=O)CCN1CCC(CC1)(C(=O)N)C1=CC=CC=C1 (1-[2-[3-(3,4-dichloro-phenyl)-1-(3,5-dimethoxy-benzoyl)-pyrrolidin-3-yl]-ethyl]-4-phenyl-piperidine-4-carboxylic acid amide). As a reaction SMILES: [Cl:1][C:2]1[CH:3]=[C:4]([C:9]2([CH2:26][CH2:27]CS([O-])(=O)=O)[CH2:13][CH2:12][N:11]([C:14](=[O:25])[C:15]3[CH:20]=[C:19]([O:21][CH3:22])[CH:18]=[C:17]([O:23][CH3:24])[CH:16]=3)[CH2:10]2)[CH:5]=[CH:6][C:7]=1[Cl:8].Cl.[C:34]1([C:40]2([C:46]([NH2:48])=[O:47])[CH2:45][CH2:44][NH:43][CH2:42][CH2:41]2)[CH:39]=[CH:38][CH:37]=[CH:36][CH:35]=1>>[Cl:1][C:2]1[CH:3]=[C:4]([C:9]2([CH2:26][CH2:27][N:43]3[CH2:42][CH2:41][C:40]([C:34]4[CH:35]=[CH:36][CH:37]=[CH:38][CH:39]=4)([C:46]([NH2:48])=[O:47])[CH2:45][CH2:44]3)[CH2:13][CH2:12][N:11]([C:14](=[O:25])[C:15]3[CH:16]=[C:17]([O:23][CH3:24])[CH:18]=[C:19]([O:21][CH3:22])[CH:20]=3)[CH2:10]2)[CH:5]=[CH:6][C:7]=1[Cl:8] |f:1.2|. Reported procedure: The method of example 3.3 was used with 2-[3-(3,4-dichloro-phenyl)-1-(3,5-dimethoxy-benzoyl)-pyrrolidin-3-yl]-ethyl-methanesulfonate (0.96 mmol) and 4-phenyl-piperidine-4-carboxylic acid amide hydrochloride (1.06 mmol) to prepare the title compound. Chromatography on silica gel eluting sequentially with ethyl acetate, 6% methanol in dichloromethane, and then 10% methanol in dichloromethane gave the title compound: